Dataset: the Open Reaction Database (ORD), a public repository of structured organic reaction records. Task: describe an organic reaction: reactants, conditions, products, and yield Starting materials: Cn1ccc2c(N3CCN(C(=O)OC(C)(C)C)CC3)cccc21, [Li]C(C)(C)C, C1CCOC1, O=S(=O)(F)c1ccccc1. The product is Cn1c(S(=O)(=O)c2ccccc2)cc2c(N3CCN(C(=O)OC(C)(C)C)CC3)cccc21. RXN SMILES: [C:1]([CH3:2])([CH3:3])([CH3:4])[O:5][C:6](=[O:7])[N:8]1[CH2:9][CH2:10][N:11]([c:14]2[c:15]3[cH:16][cH:17][n:18]([CH3:23])[c:19]3[cH:20][cH:21][cH:22]2)[CH2:12][CH2:13]1.[C:24]([Li:25])([CH3:26])([CH3:27])[CH3:28].[CH2:39]1[O:40][CH2:41][CH2:42][CH2:43]1.[c:29]1([S:35](=[O:36])(=[O:37])[F:38])[cH:30][cH:31][cH:32][cH:33][cH:34]1>>[C:1]([CH3:2])([CH3:3])([CH3:4])[O:5][C:6](=[O:7])[N:8]1[CH2:9][CH2:10][N:11]([c:14]2[c:15]3[cH:16][c:17]([S:35]([c:29]4[cH:30][cH:31][cH:32][cH:33][cH:34]4)(=[O:36])=[O:37])[n:18]([CH3:23])[c:19]3[cH:20][cH:21][cH:22]2)[CH2:12][CH2:13]1.